The task is: describe an organic reaction: reactants, conditions, products, and yield. This data is from the Open Reaction Database (ORD), a public repository of structured organic reaction records. Starting materials: CN1C(NN=C1C(F)(F)F)=S (4-methyl-5-trifluoromethyl-2,4-dihydro-3H-1,2,4-triazole-3-thione), OO (hydrogen peroxide). Run in [OH-].[Na+] (sodium hydroxide). Conditions: time 2 hour. Product: CN1C(NN=C1C(F)(F)F)=O (4-methyl-5-trifluoromethyl-2,4-dihydro-3H-1,2,4-triazol-3-one). Yield: 67.6%. As a reaction SMILES: [CH3:1][N:2]1[C:6]([C:7]([F:10])([F:9])[F:8])=[N:5][NH:4][C:3]1=S.[OH:12]O>[OH-].[Na+]>[CH3:1][N:2]1[C:6]([C:7]([F:10])([F:9])[F:8])=[N:5][NH:4][C:3]1=[O:12] |f:2.3|. Reported procedure: 18.3 g (0.1 mol) of 4-methyl-5-trifluoromethyl-2,4-dihydro-3H-1,2,4-triazole-3-thione are introduced into 100 ml of 2.5-molar sodium hydroxide solution. A hydrogen peroxide solution (34 ml of 30% strength hydrogen peroxide: 0.33 mol of H2O2) is slowly added dropwise at 40° C. to 50° C. and stirring of the mixture is continued for 2 hours at 50° C. Excess oxidant is then removed using sodium bisulphite, and the mixture is subsequently acidified using concentrated hydrochloric acid. The reaction m... The reactants are FC=1C=CC(=C2CCCC12)OCC1CNCCO1 (2-[[(7-fluoro-4-indanyl)oxy]methyl]morpholine), C=O (formaldehyde), C(=O)O (formic acid). Run at temperature 80 celsius, time 7 hour. The product is C(\C=C\C(=O)O)(=O)O.CN1CC(OCC1)COC1=C2CCCC2=C(C=C1)F (4-methyl-2-[[(7-fluoro-4-indanyl)oxy]methyl]morpholine fumarate). As a reaction SMILES: [F:1][C:2]1[CH:3]=[CH:4][C:5]([O:11][CH2:12][CH:13]2[O:18][CH2:17][CH2:16][NH:15][CH2:14]2)=[C:6]2[C:10]=1[CH2:9][CH2:8][CH2:7]2.C=[O:20].[CH:21]([OH:23])=[O:22]>>[C:12]([OH:20])(=[O:11])/[CH:13]=[CH:14]/[C:21]([OH:23])=[O:22].[CH3:21][N:15]1[CH2:16][CH2:17][O:18][CH:13]([CH2:12][O:11][C:5]2[CH:4]=[CH:3][C:2]([F:1])=[C:10]3[C:6]=2[CH2:7][CH2:8][CH2:9]3)[CH2:14]1 |f:3.4|. Reported procedure: To 180 mg of 2-[[(7-fluoro-4-indanyl)oxy]methyl]morpholine were added 1 ml of a 35% aqueous formaldehyde solution and 1 ml of formic acid, and the mixture was stirred at 80° C. for 7 hours, followed by concentration under reduced pressure. The concentrate was neutralized by addition of 20 ml of a saturated aqueous solution of sodium hydrogencarbonate. The mixture was extracted with three 20 ml portions of ethyl ether. The ethyl ether solution was dried over anhydrous magnesium sulfate and concen... The reactants are Cl (hydrogen chloride), B([C@@H]1CCCN1C(=O)[C@H](C(C)C)N)(O)O.CS(=O)(=O)O (Pt100), Cl (hydrogen chloride), Cl (hydrogen chloride), mixture, CN(C[C@H]([C@@](CC)(O)C1=CC(=CC=C1)OC)C)C ((2R,3R)-1-dimethylamino-3-(3-methoxyphenyl)-2-methylpentan-3-ol), CN(C[C@@H]([C@](CC)(O)C1=CC(=CC=C1)OC)C)C ((2S,3S)-1-dimethylamino-3-(3-methoxyphenyl)-2-methylpentan-3-ol), Cl (hydrogen chloride). The solvent is O (water), CC(=O)C (acetone). Reaction conditions: temperature 5 celsius, time 20 minute. Yields the product Cl.CN(C[C@H]([C@@](CC)(O)C1=CC(=CC=C1)OC)C)C ((2R,3R)-1-dimethylamino-3-(3-methoxyphenyl)-2-methylpentan-3-ol hydrochloride). The yield is 85.0%. RXN SMILES: B(O)(O)[C@H]1N(C([C@@H](N)C(C)C)=O)CCC1.CS(O)(=O)=O.[CH3:21][N:22]([CH3:38])[CH2:23][C@@H:24]([CH3:37])[C@:25]([C:29]1[CH:34]=[CH:33][CH:32]=[C:31]([O:35][CH3:36])[CH:30]=1)([OH:28])[CH2:26][CH3:27].CN(C)C[C@H](C)[C@@](C1C=CC=C(OC)C=1)(O)CC.[ClH:57]>CC(C)=O.O>[ClH:57].[CH3:38][N:22]([CH3:21])[CH2:23][C@@H:24]([CH3:37])[C@:25]([C:29]1[CH:34]=[CH:33][CH:32]=[C:31]([O:35][CH3:36])[CH:30]=1)([OH:28])[CH2:26][CH3:27] |f:0.1,7.8|. Procedure: A 100 l double wall jacketed reaction vessel with electric impeller stirrer, gas transfer line, Pt100 temperature sensor and oil-based cooling and heating system was charged with the 10 kg (39.8 mol) of the mixture of (2R,3R)-1-dimethylamino-3-(3-methoxyphenyl)-2-methylpentan-3-ol (97%) and (2S,3S)-1-dimethylamino-3-(3-methoxyphenyl)-2-methylpentan-3-ol (3%) from step b) in 45 l of acetone at 20° C. and a stirrer speed of 100 rpm. The solution was cooled to 5° C. Within 20 min, approx. 1.3 kg of... The reactants are CCOCC, COC(=O)CCCCC(O)CCc1ccccc1OCc1ccc(C2CCCCC2)cc1, O, BrP(Br)Br. Yields the product COC(=O)CCCCC(Br)CCc1ccccc1OCc1ccc(C2CCCCC2)cc1. RXN SMILES: [CH3:38][CH2:39][O:40][CH2:41][CH3:42].[CH:5]1([c:11]2[cH:12][cH:13][c:14]([CH2:15][O:16][c:17]3[c:18]([CH2:23][CH2:24][CH:25]([CH2:26][CH2:27][CH2:28][CH2:29][C:30](=[O:31])[O:32][CH3:33])[OH:34])[cH:19][cH:20][cH:21][cH:22]3)[cH:35][cH:36]2)[CH2:6][CH2:7][CH2:8][CH2:9][CH2:10]1.[OH2:37].[P:1]([Br:2])([Br:3])[Br:4]>>[Br:2][CH:25]([CH2:24][CH2:23][c:18]1[c:17]([O:16][CH2:15][c:14]2[cH:13][cH:12][c:11]([CH:5]3[CH2:6][CH2:7][CH2:8][CH2:9][CH2:10]3)[cH:36][cH:35]2)[cH:22][cH:21][cH:20][cH:19]1)[CH2:26][CH2:27][CH2:28][CH2:29][C:30](=[O:31])[O:32][CH3:33].